Dataset: the Open Reaction Database (ORD), a public repository of structured organic reaction records. Task: describe an organic reaction: reactants, conditions, products, and yield Starting materials: COC1=CC=C(C=C1)SCCCCOC=1C=C2CCC(NC2=CC1)=O (6-[4-(4-methoxyphenyl-mercapto)-butoxy]-3,4-dihydro-carbostyril), OO (hydrogen peroxide). Product: COC1=CC=C(C=C1)S(=O)CCCCOC=1C=C2CCC(NC2=CC1)=O (6-[4-(4-Methoxyphenyl-sulfinyl)-butoxy]-3,4-dihydro-carbostyril). Reaction SMILES: [CH3:1][O:2][C:3]1[CH:8]=[CH:7][C:6]([S:9][CH2:10][CH2:11][CH2:12][CH2:13][O:14][C:15]2[CH:16]=[C:17]3[C:22](=[CH:23][CH:24]=2)[NH:21][C:20](=[O:25])[CH2:19][CH2:18]3)=[CH:5][CH:4]=1.[OH:26]O>>[CH3:1][O:2][C:3]1[CH:8]=[CH:7][C:6]([S:9]([CH2:10][CH2:11][CH2:12][CH2:13][O:14][C:15]2[CH:16]=[C:17]3[C:22](=[CH:23][CH:24]=2)[NH:21][C:20](=[O:25])[CH2:19][CH2:18]3)=[O:26])=[CH:5][CH:4]=1. Reported procedure: Prepared analogous to Example 2 from 6-[4-(4-methoxyphenyl-mercapto)-butoxy]-3,4-dihydro-carbostyril and hydrogen peroxide. Reactants: O=C1OC(CN1C1=CC(=C(CNC(CC)=O)C=C1)C(F)(F)F)(C(F)(F)F)C1=CC(=C(C(=C1)Cl)Cl)Cl (N-{4-[2-oxo-5-(3,4,5-trichlorophenyl)-5-(trifluoromethyl)-1,3-oxazolidin-3-yl]-2-(trifluoro-methyl)benzyl}propane amide), O (water), [OH-].[K+] (potassium hydroxide). The solvent is O1CCOCC1 (1,4-dioxane), O1CCOCC1 (1,4-dioxane). Conditions: temperature 70 celsius, time 1 hour. Yields the product FC(C(CNC1=CC(=C(CNC(CC)=O)C=C1)C(F)(F)F)(C1=CC(=C(C(=C1)Cl)Cl)Cl)O)(F)F (N-[4-{[3,3,3-trifluoro-2-hydroxy-2-(3,4,5-trichlorophenyl)propyl]amino}-2-(trifluoromethyl)benzyl]propane amide). The yield is 97.3%. As a reaction SMILES: O=C1[N:6]([C:7]2[CH:18]=[CH:17][C:10]([CH2:11][NH:12][C:13](=[O:16])[CH2:14][CH3:15])=[C:9]([C:19]([F:22])([F:21])[F:20])[CH:8]=2)[CH2:5][C:4]([C:27]2[CH:32]=[C:31]([Cl:33])[C:30]([Cl:34])=[C:29]([Cl:35])[CH:28]=2)([C:23]([F:26])([F:25])[F:24])[O:3]1.O.[OH-].[K+]>O1CCOCC1>[F:25][C:23]([F:24])([F:26])[C:4]([OH:3])([C:27]1[CH:28]=[C:29]([Cl:35])[C:30]([Cl:34])=[C:31]([Cl:33])[CH:32]=1)[CH2:5][NH:6][C:7]1[CH:18]=[CH:17][C:10]([CH2:11][NH:12][C:13](=[O:16])[CH2:14][CH3:15])=[C:9]([C:19]([F:20])([F:21])[F:22])[CH:8]=1 |f:2.3|. Procedure details: N-{4-[2-oxo-5-(3,4,5-trichlorophenyl)-5-(trifluoromethyl)-1,3-oxazolidin-3-yl]-2-(trifluoro-methyl)benzyl}propane amide (542 mg) was added to a solution of 1,4-dioxane (10 mL), water (10 mL) and potassium hydroxide (108 mg), and stirred at 70° C. for 1 hour. After the reaction, 1,4-dioxane was distilled off under reduced pressure, and conc. hydrochloric acid (70 mg) was added and stirred under ice cooling. The resultant was extracted with ethyl acetate, washed with water and saturated brine, and... The reactants are C1=C(C=CC2=CC=CC=C12)CO (2-naphthalenemethanol), FC=1C=C(C=C(C1)C(F)(F)F)Br (3-fluoro-5-trifluoromethylbromobenzene). Yields the product C1=C(C=CC2=CC=CC=C12)COC=1C=C(C=C(C1)C(F)(F)F)Br (3-(naphth-2-ylmethoxy)-5-trifluoromethylbromobenzene). The yield is 80.0%. As a reaction SMILES: [CH:1]1[C:10]2[C:5](=[CH:6][CH:7]=[CH:8][CH:9]=2)[CH:4]=[CH:3][C:2]=1[CH2:11][OH:12].F[C:14]1[CH:15]=[C:16]([Br:24])[CH:17]=[C:18]([C:20]([F:23])([F:22])[F:21])[CH:19]=1>>[CH:1]1[C:10]2[C:5](=[CH:6][CH:7]=[CH:8][CH:9]=2)[CH:4]=[CH:3][C:2]=1[CH2:11][O:12][C:14]1[CH:15]=[C:16]([Br:24])[CH:17]=[C:18]([C:20]([F:22])([F:21])[F:23])[CH:19]=1. Procedure details: Using the procedure described in the first paragraph of Note e. below Table IV in Example 15, 2-naphthalenemethanol was reacted with 3-fluoro-5-trifluoromethylbromobenzene to give 3-(naphth-2-ylmethoxy)-5-trifluoromethylbromobenzene (80%), m.p. 68°-70° C.